Dataset: the Open Reaction Database (ORD), a public repository of structured organic reaction records. Task: describe an organic reaction: reactants, conditions, products, and yield Procedure details: Ammonia gas is bubbled through a solution of 2-trifluoromethyl-4-chloro-5-nitro-pyridine (4.12 g, 18.23 mmol) in anhydrous THF at room temperature for 3 h. Removal of solvent under reduced pressure affords 5-nitro-2-trifluoromethyl-pyridin-4-ylamine (3.6 g, 96%); 1H NMR (300 MHz, CDCl3): δ 7.15 (s, 1H), 9.15 (s,1H). The solvent is C1CCOC1 (THF). The reactants are N (Ammonia), FC(C1=NC=C(C(=C1)Cl)[N+](=O)[O-])(F)F (2-trifluoromethyl-4-chloro-5-nitro-pyridine). Reaction SMILES: [NH3:1].[F:2][C:3]([F:15])([F:14])[C:4]1[CH:9]=[C:8](Cl)[C:7]([N+:11]([O-:13])=[O:12])=[CH:6][N:5]=1>C1COCC1>[N+:11]([C:7]1[C:8]([NH2:1])=[CH:9][C:4]([C:3]([F:15])([F:14])[F:2])=[N:5][CH:6]=1)([O-:13])=[O:12]. Product: [N+](=O)([O-])C=1C(=CC(=NC1)C(F)(F)F)N (5-nitro-2-trifluoromethyl-pyridin-4-ylamine). Isolated yield 96.0%. Starting materials: CC(C)(C)c1cc2cc([N+](=O)[O-])c(F)cc2[nH]1, CO. The product is CC(C)(C)c1cc2cc(N)c(F)cc2[nH]1. As a reaction SMILES: [C:1]([CH3:2])([CH3:3])([CH3:4])[c:5]1[nH:6][c:7]2[cH:8][c:9]([F:17])[c:10]([N+:14]([O-:15])=[O:16])[cH:11][c:12]2[cH:13]1.[CH3:18][OH:19]>>[C:1]([CH3:2])([CH3:3])([CH3:4])[c:5]1[nH:6][c:7]2[cH:8][c:9]([F:17])[c:10]([NH2:14])[cH:11][c:12]2[cH:13]1.